Dataset: the Open Reaction Database (ORD), a public repository of structured organic reaction records. Task: describe an organic reaction: reactants, conditions, products, and yield Reactants: CONC(CCl)=O (N-Methoxychloroacetamide), CN=C=O (Methyl isocyanate). The reagents and catalysts are C(CCCCCCCCCCC)(=O)[O-].C(CCCCCCCCCCC)(=O)[O-].C(CCC)[Sn+2]CCCC (dibutyltin dilaurate). The solvent is C1=CC=CC=C1 (benzene), C1=CC=CC=C1 (benzene). Product: ClCC(=NOC)OC(NC)=O (1-chloro-2-(N-methylcarbamoyloxy)-2-methoxyiminoethane). As a reaction SMILES: [CH3:1][O:2][NH:3][C:4](=[O:7])[CH2:5][Cl:6].[CH3:8][N:9]=[C:10]=[O:11]>C([O-])(=O)CCCCCCCCCCC.C([O-])(=O)CCCCCCCCCCC.C([Sn+2]CCCC)CCC.C1C=CC=CC=1>[Cl:6][CH2:5][C:4]([O:7][C:10](=[O:11])[NH:9][CH3:8])=[N:3][O:2][CH3:1] |f:2.3.4|. Procedure details: N-Methoxychloroacetamide (3.5 grams), benzene (60 ml) and dibutyltin dilaurate (1 drop) were charged into a glass reaction vessel equipped with a mechanical stirrer, thermometer and reflux condenser. Methyl isocyanate (2.0 grams) dissolved in benzene (15 ml) was added dropwise to the reaction mixture at room temperature and with stirring. After the addition was completed the reaction mixture was heated at reflux, with stirring for a period of about 2 hours. After this time the reaction mixture w...